This data is from the Open Reaction Database (ORD), a public repository of structured organic reaction records. The task is: describe an organic reaction: reactants, conditions, products, and yield The reactants are O=c1[nH]ccc2c(Nc3c(Cl)cc(-c4ccn[nH]4)cc3Cl)nc3ccc(Br)cc3c12, C1CCOC1, CCOC(C)=O, [Na+], [Na+], O=C([O-])[O-], CC(C)(O)C=CB(O)O, c1ccc(P(c2ccccc2)(c2ccccc2)[Pd](P(c2ccccc2)(c2ccccc2)c2ccccc2)(P(c2ccccc2)(c2ccccc2)c2ccccc2)P(c2ccccc2)(c2ccccc2)c2ccccc2)cc1. Yields the product CC(C)(O)C=Cc1ccc2nc(Nc3c(Cl)cc(-c4ccn[nH]4)cc3Cl)c3cc[nH]c(=O)c3c2c1. Reaction SMILES: [Br:1][c:2]1[cH:3][c:4]2[c:5]([n:6][c:7]([NH:15][c:16]3[c:17]([Cl:28])[cH:18][c:19](-[c:23]4[cH:24][cH:25][n:26][nH:27]4)[cH:20][c:21]3[Cl:22])[c:8]3[cH:9][cH:10][nH:11][c:12](=[O:14])[c:13]23)[cH:29][cH:30]1.[CH2:46]1[O:47][CH2:48][CH2:49][CH2:50]1.[CH3:51][CH2:52][O:53][C:54](=[O:55])[CH3:56].[Na+:40].[Na+:41].[O-:42][C:43](=[O:44])[O-:45].[OH:31][C:32]([CH:33]=[CH:34][B:35]([OH:36])[OH:37])([CH3:38])[CH3:39].[cH:57]1[cH:58][cH:59][c:60]([P:61]([Pd:62]([P:63]([c:64]2[cH:65][cH:66][cH:67][cH:68][cH:69]2)([c:70]2[cH:71][cH:72][cH:73][cH:74][cH:75]2)[c:76]2[cH:77][cH:78][cH:79][cH:80][cH:81]2)([P:82]([c:83]2[cH:84][cH:85][cH:86][cH:87][cH:88]2)([c:89]2[cH:90][cH:91][cH:92][cH:93][cH:94]2)[c:95]2[cH:96][cH:97][cH:98][cH:99][cH:100]2)[P:101]([c:102]2[cH:103][cH:104][cH:105][cH:106][cH:107]2)([c:108]2[cH:109][cH:110][cH:111][cH:112][cH:113]2)[c:114]2[cH:115][cH:116][cH:117][cH:118][cH:119]2)([c:120]2[cH:121][cH:122][cH:123][cH:124][cH:125]2)[c:126]2[cH:127][cH:128][cH:129][cH:130][cH:131]2)[cH:132][cH:133]1>>[c:2]1([CH:34]=[CH:33][C:32]([OH:31])([CH3:38])[CH3:39])[cH:3][c:4]2[c:5]([n:6][c:7]([NH:15][c:16]3[c:17]([Cl:28])[cH:18][c:19](-[c:23]4[cH:24][cH:25][n:26][nH:27]4)[cH:20][c:21]3[Cl:22])[c:8]3[cH:9][cH:10][nH:11][c:12](=[O:14])[c:13]23)[cH:29][cH:30]1. The reactants are COC(COC1=NC=C(C=C1)C(NC1=CC=C(C=C1)F)=O)=O ([5-(4-fluorophenylcarbamoyl)pyridin-2-yloxy]acetic acid methyl ester), [OH-].[Na+] (sodium hydroxide), solution, Cl (HCl). Solvent: C1CCOC1 (THF). The product is FC1=CC=C(C=C1)NC(=O)C=1C=CC(=NC1)OCC(=O)O ([5-(4-Fluorophenylcarbamoyl)Pyridin-2-Yloxy]Acetic Acid). Isolated yield 871.5%. Reaction SMILES: C[O:2][C:3](=[O:22])[CH2:4][O:5][C:6]1[CH:11]=[CH:10][C:9]([C:12](=[O:21])[NH:13][C:14]2[CH:19]=[CH:18][C:17]([F:20])=[CH:16][CH:15]=2)=[CH:8][N:7]=1.[OH-].[Na+].Cl>C1COCC1>[F:20][C:17]1[CH:16]=[CH:15][C:14]([NH:13][C:12]([C:9]2[CH:10]=[CH:11][C:6]([O:5][CH2:4][C:3]([OH:22])=[O:2])=[N:7][CH:8]=2)=[O:21])=[CH:19][CH:18]=1 |f:1.2|. Procedure: To a solution of [5-(4-fluorophenylcarbamoyl)pyridin-2-yloxy]acetic acid methyl ester (0.052 g, 0.17 mmol) in THF (1.2 mL) was added an aqueous solution of sodium hydroxide (0.34 mL of a 1 M solution, 0.34 mmol). After 30 minutes the reaction was acidified to pH 3 with 6N HCl and the solvent removed in vacuo. The solids were washed with cold water and the volatiles removed to yield 0.43 g (82%) of the titled product as a white solid: 1H NMR (300 MHz, DMSO-d6) δ 10.29 (s, 1H), 8.67 (m, 1H), 8.20 ...